Dataset: the Open Reaction Database (ORD), a public repository of structured organic reaction records. Task: describe an organic reaction: reactants, conditions, products, and yield The reactants are BrCc1ccccc1, CC(C)O, CC(C)(S)C(N)C(=O)O, [Na+], [OH-], O. Product: CC(C)(SCc1ccccc1)C(N)C(=O)O. RXN SMILES: [Br:12][CH2:13][c:14]1[cH:15][cH:16][cH:17][cH:18][cH:19]1.[CH:21]([OH:22])([CH3:23])[CH3:24].[NH2:1][CH:2]([C:3]([CH3:4])([CH3:5])[SH:6])[C:7](=[O:8])[OH:9].[Na+:11].[OH-:10].[OH2:20]>>[NH2:1][CH:2]([C:3]([CH3:4])([CH3:5])[S:6][CH2:13][c:14]1[cH:15][cH:16][cH:17][cH:18][cH:19]1)[C:7](=[O:8])[OH:9]. Starting materials: BrC1=CN=C2C(=C(C=NC2=C1)[N+](=O)[O-])Cl (7-bromo-4-chloro-3-nitro[1,5]naphthyridine), NCC(C)(O)C (1-Amino-2-methylpropan-2-ol). Solvent: ClCCl (dichloromethane). Reaction conditions: temperature 10 celsius, time 8 hour. Yields the product BrC1=CN=C2C(=C(C=NC2=C1)[N+](=O)[O-])NCC(C)(O)C (1-[(7-bromo-3-nitro[1,5]naphthyridin-4-yl)amino]-2-methylpropan-2-ol). As a reaction SMILES: [Br:1][C:2]1[CH:11]=[C:10]2[C:5]([C:6](Cl)=[C:7]([N+:12]([O-:14])=[O:13])[CH:8]=[N:9]2)=[N:4][CH:3]=1.[NH2:16][CH2:17][C:18]([CH3:21])([OH:20])[CH3:19]>ClCCl>[Br:1][C:2]1[CH:11]=[C:10]2[C:5]([C:6]([NH:16][CH2:17][C:18]([CH3:21])([OH:20])[CH3:19])=[C:7]([N+:12]([O-:14])=[O:13])[CH:8]=[N:9]2)=[N:4][CH:3]=1. Procedure details: A mixture of 7-bromo-4-chloro-3-nitro[1,5]naphthyridine (92.5 g, 321 mmol) and dichloromethane (1.5 L) was cooled to 10° C. 1-Amino-2-methylpropan-2-ol (63.01 g, 707 mmol) was added dropwise over a period of 30 minutes; during the addition, the reaction temperature did not rise above 13° C. The reaction mixture was allowed to warm to room temperature slowly and stirred overnight. The solvent was removed under reduced pressure, and the solid residue was mixed with deionized water (200 mL). The so... Reactants: COc1ccc(C(=O)O)cc1C=Cc1ccc(OC(F)(F)F)cc1, NCc1ccncc1. Product: COc1ccc(C(=O)NCc2ccncc2)cc1C=Cc1ccc(OC(F)(F)F)cc1. As a reaction SMILES: [CH3:1][O:2][c:3]1[c:4]([CH:12]=[CH:13][c:14]2[cH:15][cH:16][c:17]([O:20][C:21]([F:22])([F:23])[F:24])[cH:18][cH:19]2)[cH:5][c:6]([C:7](=[O:8])[OH:9])[cH:10][cH:11]1.[NH2:25][CH2:26][c:27]1[cH:28][cH:29][n:30][cH:31][cH:32]1>>[CH3:1][O:2][c:3]1[c:4]([CH:12]=[CH:13][c:14]2[cH:15][cH:16][c:17]([O:20][C:21]([F:22])([F:23])[F:24])[cH:18][cH:19]2)[cH:5][c:6]([C:7](=[O:9])[NH:25][CH2:26][c:27]2[cH:28][cH:29][n:30][cH:31][cH:32]2)[cH:10][cH:11]1. The reactants are O=C(C(=O)O)CCC1=CC=CC=C1 (2-oxo-4-phenylbutyric acid), N[C@@H](CC1=CC=CC=C1)C(=O)N1[C@H](C(=O)O)CCC1 (L-phenylalanyl-L-proline), C(#N)[BH3-].[Na+] (sodium cyanoborohydride). The product is C(=O)(O)C(CCC1=CC=CC=C1)N[C@@H](CC1=CC=CC=C1)C(=O)N1[C@H](C(=O)O)CCC1 (N-(1-carboxy-3-phenylpropyl)-L-phenylalanyl-L-proline). As a reaction SMILES: O=[C:2]([CH2:6][CH2:7][C:8]1[CH:13]=[CH:12][CH:11]=[CH:10][CH:9]=1)[C:3]([OH:5])=[O:4].[NH2:14][C@H:15]([C:23]([N:25]1[CH2:32][CH2:31][CH2:30][C@H:26]1[C:27]([OH:29])=[O:28])=[O:24])[CH2:16][C:17]1[CH:22]=[CH:21][CH:20]=[CH:19][CH:18]=1.C([BH3-])#N.[Na+]>>[C:3]([CH:2]([NH:14][C@H:15]([C:23]([N:25]1[CH2:32][CH2:31][CH2:30][C@H:26]1[C:27]([OH:29])=[O:28])=[O:24])[CH2:16][C:17]1[CH:18]=[CH:19][CH:20]=[CH:21][CH:22]=1)[CH2:6][CH2:7][C:8]1[CH:13]=[CH:12][CH:11]=[CH:10][CH:9]=1)([OH:5])=[O:4] |f:2.3|. Procedure: In the manner described in example 24, 2-oxo-4-phenylbutyric acid and L-phenylalanyl-L-proline are condensed in the presence of sodium cyanoborohydride to yield N-(1-carboxy-3-phenylpropyl)-L-phenylalanyl-L-proline. The reactants are C(C1=CC=CC=C1)OC(C(=O)OCC1=CC=CC=C1)(C(F)(F)F)C (Benzyl 2-(benzyloxy)-3,3,3-trifluoro-2-methylpropanoate), [OH-].[Na+] (sodium hydroxide). Solvent: CO (MeOH). Run at time 2 hour. The product is C(C1=CC=CC=C1)OC(C(=O)O)(C(F)(F)F)C (2-(Benzyloxy)-3,3,3-trifluoro-2-methylpropanoic acid). Reaction SMILES: [CH2:1]([O:8][C:9]([CH3:24])([C:20]([F:23])([F:22])[F:21])[C:10]([O:12]CC1C=CC=CC=1)=[O:11])[C:2]1[CH:7]=[CH:6][CH:5]=[CH:4][CH:3]=1.[OH-].[Na+]>CO>[CH2:1]([O:8][C:9]([CH3:24])([C:20]([F:21])([F:22])[F:23])[C:10]([OH:12])=[O:11])[C:2]1[CH:3]=[CH:4][CH:5]=[CH:6][CH:7]=1 |f:1.2|. Reported procedure: Benzyl 2-(benzyloxy)-3,3,3-trifluoro-2-methylpropanoate (Int. D3)(170 mg, 0.502 mmol) in MeOH (5 ml) was treated with 2M sodium hydroxide (0.502 ml, 1.005 mmol) 2M and stirred at RT for 2 h. The methanol was removed in vacuo and the residue was dissolved in water and washed with EtOAc. The aqueous phase acidified with 5M HCl and extracted with EtOAc. The combined organic extracts were washed with saturated brine, dried over magnesium sulfate and concentrated in vacuo afford the title product as ... The reactants are C1=CC=C(C=C1)/C=C/CO[C@H]2[C@@H]([C@H]([C@@H]([C@H](O2)CO)O)O)O (rosin), S(=O)([O-])[O-].[Na+].[Na+] (sodium sulfite), Example A ( b ), C1(\C=C/C(=O)O1)=O (maleic anhydride). Product: S(=O)(=O)(O)C(C(=O)O)CC(=O)O (sulfosuccinic acid). RXN SMILES: C1C=CC(/C=C/C[O:10][C@@H:11]2[O:16][C@H](CO)[C@@H:14]([OH:19])[C@H:13](O)[C@H:12]2O)=CC=1.C1(=O)OC(=[O:26])C=C1.[S:29]([O-:32])([O-:31])=[O:30].[Na+].[Na+]>>[S:29]([CH:13]([CH2:12][C:11]([OH:10])=[O:16])[C:14]([OH:19])=[O:26])([OH:32])(=[O:31])=[O:30] |f:2.3.4|. Procedure details: 926 Parts of the above rosin addition product are reacted according to Example A (b) with 98 parts of maleic anhydride and 132.3 to 138.6 parts of sodium sulfite to give the sulfosuccinic acid semiester.